This data is from the Open Reaction Database (ORD), a public repository of structured organic reaction records. The task is: describe an organic reaction: reactants, conditions, products, and yield Starting materials: O=C1C(O)=C(O)[C@H](O1)[C@@H](O)CO (Ascorbic acid), C(C)(C)O (isopropyl alcohol), C(=O)=O (carbon dioxide), C([O-])([O-])=O.[Cs+].[Cs+] (cesium carbonate). Run in O (water). Product: O=C1C(O)=C([O-])[C@H](O1)[C@@H](O)CO.[Cs+] (cesium ascorbate). Yield: 192.0%. As a reaction SMILES: [O:1]=[C:2]1[O:8][C@H:7]([C@H:9]([CH2:11][OH:12])[OH:10])[C:5]([OH:6])=[C:3]1[OH:4].C(=O)([O-])[O-].[Cs+:17].[Cs+].C(O)(C)C.C(=O)=O>O>[O:1]=[C:2]1[O:8][C@H:7]([C@H:9]([CH2:11][OH:12])[OH:10])[C:5]([O-:6])=[C:3]1[OH:4].[Cs+:17] |f:1.2.3,7.8|. Procedure details: Ascorbic acid (5 g, 28.4 mmol) was dissolved in 20 ml of water, followed by slow addition of cesium carbonate (4.63 g, 14.2 mmol) in the temperature range of 0 to 5° C. 40 ml of isopropyl alcohol was slowly added to the reaction mixture when the generation of carbon dioxide completely stopped. After standing for several hours, the precipitate was filtered and washed with isopropyl alcohol, and dried to give 8.4 g of the cesium ascorbate as a white solid (yield 95%). Reactants: OO (hydrogen peroxide), FC(C1=C(C=CC(=C1F)OCC)B(O)O)(F)F (2-trifluoromethyl-3-fluoro-4-ethoxyphenyl boronic acid), S(=O)(O)[O-].[Na+] (sodium hydrogen sulfite). The solvent is C1CCOC1 (THF). Reaction conditions: time 2 hour. Yields the product FC(C1=C(C=CC(=C1F)OCC)O)(F)F (2-trifluoromethyl-3-fluoro-4-ethoxyphenol). As a reaction SMILES: OO.[F:3][C:4]([F:19])([F:18])[C:5]1[C:10]([F:11])=[C:9]([O:12][CH2:13][CH3:14])[CH:8]=[CH:7][C:6]=1B(O)O.S([O-])(O)=[O:21].[Na+]>C1COCC1>[F:3][C:4]([F:19])([F:18])[C:5]1[C:10]([F:11])=[C:9]([O:12][CH2:13][CH3:14])[CH:8]=[CH:7][C:6]=1[OH:21] |f:2.3|. Procedure: 16.2 g (104.4 mmol) of an aqueous 30% hydrogen peroxide was dropped to 13.8 g (52.2 mmol) of the crude 2-trifluoromethyl-3-fluoro-4-ethoxyphenyl boronic acid obtained in the third step dissolved in 100 ml of THF, and further stirred at a room temperature for 2 hours. The solution was poured into 300 ml of an aqueous saturated sodium hydrogen sulfite solution and extracted with 200 ml of ethyl acetate. The organic layer was washed with 300 ml of an aqueous saturated sodium hydrogen sulfite soluti... Product: OC=1C=C(C=O)C=C(C1)CCC (3-hydroxy-5-propyl-benzaldehyde). RXN SMILES: [H-].[Na+].C(S)C.C[O:7][C:8]1[CH:9]=[C:10]([CH:13]=[C:14]([CH2:16][CH2:17][CH3:18])[CH:15]=1)[CH:11]=[O:12]>CN(C=O)C>[OH:7][C:8]1[CH:9]=[C:10]([CH:13]=[C:14]([CH2:16][CH2:17][CH3:18])[CH:15]=1)[CH:11]=[O:12] |f:0.1|. Procedure: To a solution of sodium hydride (183 mg) and ethanethiol (0.6 ml) in DMF (15 ml) was added dropwise a solution of 3-methoxy-5-propyl-benzaldehyde (0.9 g). The reaction mixture was heated for 3 hours at 150°, quenched with NH4OAc buffer and extracted with ethyl ether. The ethyl ether layer was dried (Na2SO4) and evaporated. Flash chromatography of the residue using 30% ether in hexane afforded the title compound. Run in CN(C)C=O (DMF). Reactants: [H-].[Na+] (sodium hydride), C(C)S (ethanethiol), COC=1C=C(C=O)C=C(C1)CCC (3-methoxy-5-propyl-benzaldehyde). Starting materials: C1(\C=C/C(=O)O1)=O (maleic anhydride), C-4 hydrocarbons, C1(\C=C/C(=O)O1)=O (maleic anhydride), C1(\C=C/C(=O)O1)=O (maleic anhydride), C1=CC=CC=C1 (benzene). Solvent: CC=1C=CC=CC1C (o-xylene). Product: C1(C=2C(C(=O)O1)=CC=CC2)=O (phthalic anhydride). Reaction SMILES: [C:1]1(=[O:7])[O:6][C:4](=[O:5])[CH:3]=[CH:2]1.[CH:8]1[CH:13]=CC=[CH:10][CH:9]=1>CC1C=CC=CC=1C>[C:4]1(=[O:5])[O:6][C:1](=[O:7])[C:2]2=[CH:13][CH:8]=[CH:9][CH:10]=[C:3]12. Reported procedure: These objectives are realized in the present invention by employing compressed air as a propellant for the jet pumps maintaining the vacuum as hereinbefore described and by introducing this air, charged with sucked organic-containing vapors, into the gas scrubbing zone. The entire quantity of organic-containing vapors and gases withdrawn from the maleic anhydride processing stages is sucked into the vacuum lines by the jet pumps, after which a large portion of such vapors, primarily water vapor,...